From a dataset of the Open Reaction Database (ORD), a public repository of structured organic reaction records. describe an organic reaction: reactants, conditions, products, and yield Reaction SMILES: [CH3:40][c:41]1[cH:42][cH:43][cH:44][cH:45][cH:46]1.[CH3:5][Al:6]([CH3:7])[CH3:8].[CH3:9][O:10][C:11]([CH2:12][n:13]1[n:14][cH:15][c:16]2[cH:17][c:18](-[n:22]3[c:23](=[O:38])[c:24]4[c:25]([cH:26][cH:27]3)[o:28][c:29](-[c:31]3[cH:32][cH:33][c:34]([Cl:37])[cH:35][cH:36]3)[cH:30]4)[cH:19][cH:20][c:21]12)=[O:39].[NH2:1][CH2:2][CH2:3][NH2:4].[OH2:47]>>[NH:1]1[CH2:2][CH2:3][N:4]=[C:11]1[CH2:12][n:13]1[n:14][cH:15][c:16]2[cH:17][c:18](-[n:22]3[c:23](=[O:38])[c:24]4[c:25]([cH:26][cH:27]3)[o:28][c:29](-[c:31]3[cH:32][cH:33][c:34]([Cl:37])[cH:35][cH:36]3)[cH:30]4)[cH:19][cH:20][c:21]12. Yields the product O=c1c2cc(-c3ccc(Cl)cc3)oc2ccn1-c1ccc2c(cnn2CC2=NCCN2)c1. Reactants: Cc1ccccc1, C[Al](C)C, COC(=O)Cn1ncc2cc(-n3ccc4oc(-c5ccc(Cl)cc5)cc4c3=O)ccc21, NCCN, O. Starting materials: N1([C@H](C(=O)N[C@@H](CC2=CC=CN=C2)C(=O)N(C)CC2=CC=CC=C2)C[C@@H](O)C1)C(=O)OC(C)(C)C (Boc-Hyp-Pal-N(Me)Bzl), C(=O)(C(F)(F)F)O (TFA). Solvent: C(Cl)Cl (CH2Cl2). Conditions: time 15 minute. Product: N1[C@H](C(=O)N[C@@H](CC2=CC=CN=C2)C(=O)N(C)CC2=CC=CC=C2)C[C@@H](O)C1 (H-Hyp-Pal-N(Me)Bzl). RXN SMILES: [N:1]1(C(OC(C)(C)C)=O)[CH2:28][C@H:26]([OH:27])[CH2:25][C@H:2]1[C:3]([NH:5][C@H:6]([C:14]([N:16]([CH2:18][C:19]1[CH:24]=[CH:23][CH:22]=[CH:21][CH:20]=1)[CH3:17])=[O:15])[CH2:7][C:8]1[CH:13]=[N:12][CH:11]=[CH:10][CH:9]=1)=[O:4].C(O)(C(F)(F)F)=O>C(Cl)Cl>[NH:1]1[CH2:28][C@H:26]([OH:27])[CH2:25][C@H:2]1[C:3]([NH:5][C@H:6]([C:14]([N:16]([CH2:18][C:19]1[CH:20]=[CH:21][CH:22]=[CH:23][CH:24]=1)[CH3:17])=[O:15])[CH2:7][C:8]1[CH:13]=[N:12][CH:11]=[CH:10][CH:9]=1)=[O:4]. Procedure: The resultant Boc-Hyp-Pal-N(Me)Bzl is dissolved in 40 ml of CH2Cl2 and mixed with 20 ml of TFA whilst cooling with ice. The mixture is stirred for 15 minutes at ambient temperature, concentrated on the rotary evaporator, the residue is taken up in ethyl acetate and extracted twice with saturated NaHCO3 solution. The aqueous phase is extracted successively with ethyl acetate and CH2Cl2. All the organic phases are united, dried with MgSO4, concentrated and the residue is chromatographed over silic... Starting materials: CC(C)(C)OC(=O)Nc1sc(Cl)cc1-c1ccccc1, ClCCl, CN(C)C=O, O=C(O)C(F)(F)F. Yields the product Nc1sc(Cl)cc1-c1ccccc1. RXN SMILES: [C:1]([O:2][C:3]([CH3:4])([CH3:5])[CH3:6])(=[O:7])[NH:8][c:9]1[s:10][c:11]([Cl:20])[cH:12][c:13]1-[c:14]1[cH:15][cH:16][cH:17][cH:18][cH:19]1.[Cl:28][CH2:29][Cl:30].[O:31]=[CH:32][N:33]([CH3:34])[CH3:35].[OH:21][C:22]([C:23]([F:24])([F:25])[F:26])=[O:27]>>[NH2:8][c:9]1[s:10][c:11]([Cl:20])[cH:12][c:13]1-[c:14]1[cH:15][cH:16][cH:17][cH:18][cH:19]1.